Dataset: the Open Reaction Database (ORD), a public repository of structured organic reaction records. Task: describe an organic reaction: reactants, conditions, products, and yield The reactants are CC(C)(C)OC(=O)N1CCCC(O)c2cc3c(cc21)OC(F)(F)O3, CC(C)(C)OC(=O)N1CCCC(N=[N+]=[N-])c2cc3c(cc21)OC(F)(F)O3, C1CCC2=NCCCN2CC1, Cc1ccccc1, CO. Product: CC(C)(C)OC(=O)N1CCCC(N)c2cc3c(cc21)OC(F)(F)O3. As a reaction SMILES: [C:1]([O:2][C:3]([N:4]1[c:5]2[c:6]([cH:7][c:8]3[c:14]([cH:15]2)[O:13][C:10]([F:11])([F:12])[O:9]3)[CH:16]([OH:17])[CH2:18][CH2:19][CH2:20]1)=[O:21])([CH3:22])([CH3:23])[CH3:24].[C:36]([CH3:37])([CH3:38])([CH3:39])[O:40][C:41](=[O:42])[N:43]1[CH2:44][CH2:45][CH2:46][CH:47]([N:59]=[N+:60]=[N-:61])[c:48]2[cH:49][c:50]3[c:54]([cH:55][c:56]21)[O:53][C:52]([F:57])([F:58])[O:51]3.[CH2:25]1[CH2:26][CH2:27][C:28]2=[N:33][CH2:32][CH2:31][CH2:30][N:29]2[CH2:34][CH2:35]1.[CH3:62][c:63]1[cH:64][cH:65][cH:66][cH:67][cH:68]1.[CH3:69][OH:70]>>[C:36]([CH3:37])([CH3:38])([CH3:39])[O:40][C:41](=[O:42])[N:43]1[CH2:44][CH2:45][CH2:46][CH:47]([NH2:59])[c:48]2[cH:49][c:50]3[c:54]([cH:55][c:56]21)[O:53][C:52]([F:57])([F:58])[O:51]3. Reactants: CN(C=O)C (dimethylformamide), ClC1=NCC(OC2=C1C=CC=C2)(C)C (5-chloro-2,2-dimethyl-2,3-dihydro-benzo[f][1,4]oxazepine), N1=CC(=CC2=CC=CC=C12)B(O)O (3-quinoline boronic acid), C([O-])([O-])=O.[Cs+].[Cs+] (cesium carbonate). Reagents/catalysts: C=1C=CC(=CC1)[P](C=2C=CC=CC2)(C=3C=CC=CC3)[Pd]([P](C=4C=CC=CC4)(C=5C=CC=CC5)C=6C=CC=CC6)([P](C=7C=CC=CC7)(C=8C=CC=CC8)C=9C=CC=CC9)[P](C=1C=CC=CC1)(C=1C=CC=CC1)C=1C=CC=CC1 (tetrakis(triphenylphosphine)palladium). Solvent: C(C)(=O)OCC (ethyl acetate). Run at temperature 90 celsius, time 14 hour. The product is CC1(OC2=C(C(=NC1)C=1C=NC3=CC=CC=C3C1)C=CC=C2)C (2,2-Dimethyl-5-(3-quinolinyl)-2,3-dihydro-benzo[f][1,4]oxazepine). Isolated yield 52.8%. RXN SMILES: CN(C)C=O.[N:6]1[C:15]2[C:10](=[CH:11][CH:12]=[CH:13][CH:14]=2)[CH:9]=[C:8](B(O)O)[CH:7]=1.C(=O)([O-])[O-].[Cs+].[Cs+].Cl[C:26]1[C:32]2[CH:33]=[CH:34][CH:35]=[CH:36][C:31]=2[O:30][C:29]([CH3:38])([CH3:37])[CH2:28][N:27]=1>C(OCC)(=O)C.C1C=CC([P]([Pd]([P](C2C=CC=CC=2)(C2C=CC=CC=2)C2C=CC=CC=2)([P](C2C=CC=CC=2)(C2C=CC=CC=2)C2C=CC=CC=2)[P](C2C=CC=CC=2)(C2C=CC=CC=2)C2C=CC=CC=2)(C2C=CC=CC=2)C2C=CC=CC=2)=CC=1>[CH3:37][C:29]1([CH3:38])[CH2:28][N:27]=[C:26]([C:8]2[CH:7]=[N:6][C:15]3[C:10]([CH:9]=2)=[CH:11][CH:12]=[CH:13][CH:14]=3)[C:32]2[CH:33]=[CH:34][CH:35]=[CH:36][C:31]=2[O:30]1 |f:2.3.4,^1:48,50,69,88|. Reported procedure: After carrying out nitrogen replacement on a dimethylformamide solution (15 mL) of 3-quinoline boronic acid (0.70 g, 4.07 mmol) and 2 M aqueous cesium carbonate solution (4.70 mL, 9.40 mol), tetrakis(triphenylphosphine)palladium (0.72 g, 0.63 mmol) and 5-chloro-2,2-dimethyl-2,3-dihydro-benzo[f][1,4]oxazepine (3.13 mmol) were added to this solution. This solution was then stirred for 14 hours while heating at 90° C. Subsequently, the reaction solution was cooled to room temperature followed by po... Starting materials: C(C)(=O)NC1=CC=C(C=C1)S(=O)(=O)CCC(=O)OC (methyl 3-(4-acetamidophenylsulfonyl)propionate), [BH4-].[Na+] (sodium borohydride), C(C)(C)(C)O (t-butanol), Cl (HCl). The solvent is CO (Methanol). Yields the product NC1=CC=C(C=C1)S(=O)(=O)CCCO (3-(4-Aminophenylsulfonyl)-1-propanol). Yield: 20.0%. Reaction SMILES: C([NH:4][C:5]1[CH:10]=[CH:9][C:8]([S:11]([CH2:14][CH2:15][C:16](OC)=[O:17])(=[O:13])=[O:12])=[CH:7][CH:6]=1)(=O)C.[BH4-].[Na+].C(O)(C)(C)C.Cl>CO>[NH2:4][C:5]1[CH:6]=[CH:7][C:8]([S:11]([CH2:14][CH2:15][CH2:16][OH:17])(=[O:13])=[O:12])=[CH:9][CH:10]=1 |f:1.2|. Procedure: A mixture of methyl 3-(4-acetamidophenylsulfonyl)propionate (54.2 g, 190 mmol), sodium borohydride (22.3 g, 590 mmol), and 400 mL of t-butanol was stirred mechanically and heated to reflux. Methanol (11 mL) was added dropwise over 20 minutes, and the resulting solution was stirred at reflux for 2 hours. The reaction mixture was cooled, and 250 mL of 3M aqueous HCl was added slowly with vigorous gas evolution occurring. The resulting mixture was partially concentrated at reduced pressure to remov... RXN SMILES: [CH2:1]1[O:9][C:4]2[CH:5]=[CH:6][CH:7]=[CH:8][C:3]=2[O:2]1.[I:10]Cl.O>CC(O)=O>[CH2:1]1[O:9][C:4]2[CH:5]=[CH:6][C:7]([I:10])=[CH:8][C:3]=2[O:2]1. The reactants are O (H2O), C1OC2=C(C=CC=C2)O1 (1,2-methylenedioxybenzene), ICl (ICl). Product: C1OC=2C=C(C=CC2O1)I (3,4-methylenedioxyiodobenzene). Yield: 56.7%. Run in CC(=O)O (AcOH), CC(=O)O (AcOH). Reported procedure: To a solution of 1,2-methylenedioxybenzene (24.4 g, 0.20M) in AcOH (30 ml) was added ICl (40 g, 0.250M) in AcOH (50 ml) at room temperature over 0.5 hour. The reaction mixture was stirred for an additional three hours, then poured into H2O and extracted twice with ether. The organic extracts were washed with NaHSO3, saturated NaHCO3, H2O, dried (MgSO4), and evaporated in vacuo. The product was distilled under vacuum at 70° C. to give 3,4-methylenedioxyiodobenzene as a pale orange liquid (28.1 g,... Run at time 3 hour.